Dataset: the Open Reaction Database (ORD), a public repository of structured organic reaction records. Task: describe an organic reaction: reactants, conditions, products, and yield Reaction SMILES: [NH2:1][CH2:2][CH2:3][CH2:4][CH2:5][NH:6][CH2:7][CH2:8][CH2:9][NH2:10].O([C:18]1[C:19]2[C:24]([N:25]=[C:26]3[C:31]=1[CH:30]=[CH:29][CH:28]=[CH:27]3)=[CH:23][CH:22]=[CH:21][CH:20]=2)C1C=CC=CC=1>>[CH:20]1[C:19]2[C:24](=[N:25][C:26]3[C:31]([CH:18]=2)=[CH:30][CH:29]=[CH:28][CH:27]=3)[CH:23]=[CH:22][CH:21]=1.[CH:20]1[C:19]2[C:24](=[N:25][C:26]3[C:31]([CH:18]=2)=[CH:30][CH:29]=[CH:28][CH:27]=3)[CH:23]=[CH:22][CH:21]=1.[NH2:1][CH2:2][CH2:3][CH2:4][CH2:5][NH:6][CH2:7][CH2:8][CH2:9][NH2:10] |f:2.3.4|. The yield is 30.0%. Yields the product C1=CC=CC2=NC3=CC=CC=C3C=C12.C1=CC=CC2=NC3=CC=CC=C3C=C12.NCCCCNCCCN (Spermidine Bis-Acridine). Starting materials: nucleic acids, galactosyl, carboxylic acid, N1,N8-bis(t-butoxycarbonyl) spermidine, O(C1=CC=CC=C1)C=1C2=CC=CC=C2N=C2C=CC=CC12 (9-phenoxyacridine), carbohydrate, compounds 21, galactosylated spermidines, DNA, NCCCCNCCCN (spermidine), N1,N8-tBoc. Procedure: The scheme for directing nucleic acids to certain sites of the body is based upon the intercalation of a ligand which interacts with a cell surface component into the double stranded DNA. A procedure for selective N4-acylation of spermidine, using N1,N8-bis(t-butoxycarbonyl) spermidine as starting material, has been reported. R. J. Bergeron et al., Synthesis (1982) 689-692. We have used this procedure (FIG. 8) to link the acid functionalized galactosyl derivatives 9(n=1) and 9′(n=4) to the secon... Starting materials: TEA, ClCCO (2-chloroethanol), ClC(C(OC1[C@@H]([C@@H](OC(C)=O)[C@H](OC(C)=O)[C@H](O1)COC(C)=O)F)=N)(Cl)Cl (3,4,6-tri-O-acetyl-2-deoxy-2-fluoro-D-glucopyranosyl trichloroacetimidate), FC(S(=O)(=O)O[Si](C)(C)C)(F)F (trimethylsilyl trifluoromethanesulfonate). The solvent is C(Cl)Cl (CH2Cl2). Conditions: time 2 hour. Product: C(C)(=O)O[C@@H]1[C@H](C(OCCCl)O[C@@H]([C@H]1OC(C)=O)COC(C)=O)F (2-chloroethyl 3,4,6-tri-O-acetyl-2-deoxy-2-fluoro-D-glucopyranoside). RXN SMILES: ClCCO.[Cl:5][C:6](Cl)(Cl)[C:7](=N)[O:8][CH:9]1[O:22][C@H:21]([CH2:23][O:24][C:25](=[O:27])[CH3:26])[C@@H:16]([O:17][C:18](=[O:20])[CH3:19])[C@H:11]([O:12][C:13](=[O:15])[CH3:14])[C@H:10]1[F:28].FC(F)(F)S(O[Si](C)(C)C)(=O)=O>C(Cl)Cl>[C:13]([O:12][C@H:11]1[C@H:16]([O:17][C:18](=[O:20])[CH3:19])[C@@H:21]([CH2:23][O:24][C:25](=[O:27])[CH3:26])[O:22][CH:9]([O:8][CH2:7][CH2:6][Cl:5])[C@@H:10]1[F:28])(=[O:15])[CH3:14]. Reported procedure: To a solution of 2-chloroethanol (1.0 mL, 14.92 mmol), 3,4,6-tri-O-acetyl-2-deoxy-2-fluoro-D-glucopyranosyl trichloroacetimidate (1.4 g, 3.09 mmol, Angew. Chem. Int. Ed. 2010, 49, 8724) and 4 Å molecular sieves in CH2Cl2 (50 mL) at −30° C. was added trimethylsilyl trifluoromethanesulfonate (0.25 mL, 1.384 mmol) dropwise. The mixture was allowed to gradually warm up to rt. After stirring for 2 hr, the reaction was quenched with TEA (0.13 mL, 0.933 mmol). The resulting mixture was filtered and the...